Dataset: the Open Reaction Database (ORD), a public repository of structured organic reaction records. Task: describe an organic reaction: reactants, conditions, products, and yield Reactants: [H-].[Na+] (sodium hydride), C(CCCCCCC)(=O)Cl (octanoyl chloride), C(N)(OCC1C2=C(C=C(C=C2N2CC3N(C3C1(O2)O)C(C)=O)C=O)O)=O (11-Acetyl-4-formyl-6,9-dihydroxy-14-oxa-1,11-diazatetracyclo[7.4.1.02,7.010,12 ]tetradeca-2,4,6-trien-8-ylmethyl carbamate), C(CCCCCCC)(=O)Cl (octanoyl chloride), C(Cl)(Cl)Cl (chloroform). Solvent: O1CCCC1 (tetrahydrofuran), O1CCCC1 (tetrahydrofuran), O1CCCC1 (tetrahydrofuran), CC(=O)C (acetone). Conditions: time 1 hour. Yields the product C(CCCCCCC)(=O)OC=1C=C(C=C2N3CC4N(C4C(C(C12)COC(N)=O)(O3)O)C(C)=O)C=O (11-acetyl-8-carbamoyloxymethyl-4-formyl-9-hydroxy-14-oxa-1,11-diazatetracyclo[7.4.1.02,7.010,12 ]tetradeca-2,4,6-trien-6-yl octanoate). Reaction SMILES: [C:1](=[O:26])([O:3][CH2:4][CH:5]1[C:17]2([OH:19])[O:18][N:12]([CH2:13][CH:14]3[CH:16]2[N:15]3[C:20](=[O:22])[CH3:21])[C:11]2[C:6]1=[C:7]([OH:25])[CH:8]=[C:9]([CH:23]=[O:24])[CH:10]=2)[NH2:2].[H-].[Na+].[C:29](Cl)(=[O:37])[CH2:30][CH2:31][CH2:32][CH2:33][CH2:34][CH2:35][CH3:36].C(Cl)(Cl)Cl>O1CCCC1.CC(C)=O>[C:29]([O:25][C:7]1[CH:8]=[C:9]([CH:23]=[O:24])[CH:10]=[C:11]2[C:6]=1[CH:5]([CH2:4][O:3][C:1](=[O:26])[NH2:2])[C:17]1([OH:19])[O:18][N:12]2[CH2:13][CH:14]2[CH:16]1[N:15]2[C:20](=[O:22])[CH3:21])(=[O:37])[CH2:30][CH2:31][CH2:32][CH2:33][CH2:34][CH2:35][CH3:36] |f:1.2|. Procedure: 11-Acetyl-4-formyl-6,9-dihydroxy-14-oxa-1,11-diazatetracyclo[7.4.1.02,7.010,12 ]tetradeca-2,4,6-trien-8-ylmethyl carbamate (25 mg) was dissolved in tetrahydrofuran (2.5 ml) and the solution was added to a suspension of sodium hydride (60% in oil, 3 mg) in tetrahydrofuran (0.5 ml). To this mixture was added a solution of octanoyl chloride (12 μl) in tetrahydrofuran (108 μl) in an ice-water bath and the mixture was stirred for 1 hour in an ice-water bath. After stirring for 36 hours at room temper...